Dataset: the Open Reaction Database (ORD), a public repository of structured organic reaction records. Task: describe an organic reaction: reactants, conditions, products, and yield Reactants: O=C([O-])[O-], CC#N, CI, [K+], [K+], COC(=O)c1cc(Cl)ccc1N. The product is CNc1ccc(Cl)cc1C(=O)OC. RXN SMILES: [C:15](=[O:16])([O-:17])[O-:18].[CH3:21][C:22]#[N:23].[I:13][CH3:14].[K+:19].[K+:20].[NH2:1][c:2]1[c:3]([C:4](=[O:5])[O:6][CH3:7])[cH:8][c:9]([Cl:12])[cH:10][cH:11]1>>[NH:1]([c:2]1[c:3]([C:4](=[O:5])[O:6][CH3:7])[cH:8][c:9]([Cl:12])[cH:10][cH:11]1)[CH3:15]. The reactants are C(C)(C)(C)[Si](OC1=C(C=C(C(=O)OC)C=C1)CC=C)(C)C (Methyl 4-(Tert-Butyldimethyl-Silyloxy)-3-(2-Propen-1-Yl)Benzoate), solution, [H-].[Al+3].[Li+].[H-].[H-].[H-] (lithium aluminum hydride). Run in C1CCOC1 (THF), C1CCOC1 (THF). Conditions: time 2 hour. Yields the product C(C)(C)(C)[Si](OC1=C(C=C(CO)C=C1)CC=C)(C)C (4-(Tert-Butyldimethyl-Silyloxy)-3-(2-Propen-1-Yl)Benzyl Alcohol). The yield is 93.1%. RXN SMILES: [C:1]([Si:5]([CH3:21])([CH3:20])[O:6][C:7]1[CH:16]=[CH:15][C:10]([C:11](OC)=[O:12])=[CH:9][C:8]=1[CH2:17][CH:18]=[CH2:19])([CH3:4])([CH3:3])[CH3:2].[H-].[Al+3].[Li+].[H-].[H-].[H-]>C1COCC1>[C:1]([Si:5]([CH3:21])([CH3:20])[O:6][C:7]1[CH:16]=[CH:15][C:10]([CH2:11][OH:12])=[CH:9][C:8]=1[CH2:17][CH:18]=[CH2:19])([CH3:4])([CH3:3])[CH3:2] |f:1.2.3.4.5.6|. Procedure: To a magnetically stirred solution of 8.523 g (28.0 mmol) of the product from Step C in 35 mL of anhydrous THF was added 15.0 mL of a 1.0M solution of lithium aluminum hydride in THF, and the reaction mixture was stirred under a nitrogen atmosphere for 2 hours. At this point, the reaction was quenched by cautious addition of 10 mL water, the resulting precipitate was dissolved by addition of 1.0N is hydrochloric acid and the product was extracted into ethyl acetate. The organic layer was separat... The reactants are CC(Br)C(=O)c1ccccc1, Nc1ccc(CCO)cc1, CN(C)C=O. Product: CC(Nc1ccc(CCO)cc1)C(=O)c1ccccc1. Reaction SMILES: [Br:11][CH:12]([C:13](=[O:14])[c:15]1[cH:16][cH:17][cH:18][cH:19][cH:20]1)[CH3:21].[NH2:1][c:2]1[cH:3][cH:4][c:5]([CH2:6][CH2:7][OH:8])[cH:9][cH:10]1.[O:22]=[CH:23][N:24]([CH3:25])[CH3:26]>>[NH:1]([c:2]1[cH:3][cH:4][c:5]([CH2:6][CH2:7][OH:8])[cH:9][cH:10]1)[CH:12]([C:13](=[O:14])[c:15]1[cH:16][cH:17][cH:18][cH:19][cH:20]1)[CH3:21].